This data is from the Open Reaction Database (ORD), a public repository of structured organic reaction records. The task is: describe an organic reaction: reactants, conditions, products, and yield The reactants are C(=O)(OCC1=CC=CC=C1)N1[C@H](C(=O)O)CC(C1)=O (N-carbobenzyloxy-4-keto-L-proline), Br (hydrogen bromide), CCOCC (ether). The solvent is C(C)(=O)O (acetic acid). Reaction conditions: time 8 minute. The product is Br.O=C1C[C@H](NC1)C(=O)O (4-keto-L-proline, hydrobromide). Reaction SMILES: C([N:11]1[CH2:18][C:17](=[O:19])[CH2:16][C@H:12]1[C:13]([OH:15])=[O:14])(OCC1C=CC=CC=1)=O.[BrH:20].CCOCC>C(O)(=O)C>[BrH:20].[O:19]=[C:17]1[CH2:18][NH:11][C@H:12]([C:13]([OH:15])=[O:14])[CH2:16]1 |f:4.5|. Procedure details: To 4.0 g. (0.015 mole) of N-carbobenzyloxy-4-keto-L-proline are added 20 ml. of hydrogen bromide in acetic acid (30-32%). The mixture is frequently swirled over a period of eight minutes. At the end of this period (effervescence has stopped), the yellow-orange solution is layered over with 25° of ether, triturating the gummy product. The ether is discarded and the resulting tacky solid is triturated with fresh ether and finally with 50 ml. of acetonitrile to give 4-keto-L-proline, hydrobromide a... The reactants are C=O, C1COCCN1, CO, Cl, CC1(C)CC(=O)C=C(Nc2ccccc2)C1. Yields the product Cl, CC1(C)CC(=O)C(CN2CCOCC2)=C(Nc2ccccc2)C1. Reaction SMILES: [CH2:17]=[O:18].[CH2:19]1[CH2:20][O:21][CH2:22][CH2:23][NH:24]1.[CH3:26][OH:27].[ClH:25].[NH:1]([c:2]1[cH:3][cH:4][cH:5][cH:6][cH:7]1)[C:8]1=[CH:9][C:10](=[O:16])[CH2:11][C:12]([CH3:14])([CH3:15])[CH2:13]1>>[ClH:25].[NH:1]([c:2]1[cH:3][cH:4][cH:5][cH:6][cH:7]1)[C:8]1=[C:9]([CH2:17][N:24]2[CH2:19][CH2:20][O:21][CH2:22][CH2:23]2)[C:10](=[O:16])[CH2:11][C:12]([CH3:14])([CH3:15])[CH2:13]1. Starting materials: CCC(=O)C(CCCCCCBr)C(=O)CC, O=C([O-])[O-], CC(C)=O, [K+], [K+], NS(=O)(=O)c1ccc(O)cc1. Yields the product CCC(=O)C(CCCCCCOc1ccc(S(N)(=O)=O)cc1)C(=O)CC. As a reaction SMILES: [Br:12][CH2:13][CH2:14][CH2:15][CH2:16][CH2:17][CH2:18][CH:19]([C:20]([CH2:21][CH3:22])=[O:23])[C:24]([CH2:25][CH3:26])=[O:27].[C:28](=[O:29])([O-:30])[O-:31].[CH3:34][C:35](=[O:36])[CH3:37].[K+:32].[K+:33].[OH:1][c:2]1[cH:3][cH:4][c:5]([S:8](=[O:9])(=[O:10])[NH2:11])[cH:6][cH:7]1>>[O:1]([c:2]1[cH:3][cH:4][c:5]([S:8](=[O:9])(=[O:10])[NH2:11])[cH:6][cH:7]1)[CH2:13][CH2:14][CH2:15][CH2:16][CH2:17][CH2:18][CH:19]([C:20]([CH2:21][CH3:22])=[O:23])[C:24]([CH2:25][CH3:26])=[O:27]. Reactants: C(C)(=O)OCC (ethyl acetate), C([O-])(O)=O.[Na+] (sodium bicarbonate), ClC1=C(C(=NC(=N1)N)NCC=1SC(=NN1)C)I (6-chloro-5-iodo-N4-((5-methyl-1,3,4-thiadiazol-2-yl)methyl)pyrimidine-2,4-diamine), CN(C)C=O (DMF). Reagents/catalysts: [C-]#N.[Zn+2].[C-]#N (zinc cyanide), C=1C=CC(=CC1)/C=C/C(=O)/C=C/C2=CC=CC=C2.C=1C=CC(=CC1)/C=C/C(=O)/C=C/C2=CC=CC=C2.C=1C=CC(=CC1)/C=C/C(=O)/C=C/C2=CC=CC=C2.[Pd].[Pd] (Pd2(dba)3), C1=CC=C(C=C1)P([C-]2C=CC=C2)C3=CC=CC=C3.C1=CC=C(C=C1)P([C-]2C=CC=C2)C3=CC=CC=C3.[Fe+2] (DPPF). Conditions: temperature 120 celsius. Yields the product NC1=NC(=C(C(=N1)Cl)C#N)NCC=1SC(=NN1)C (2-amino-4-chloro-6-((5-methyl-1,3,4-thiadiazol-2-yl)methylamino)pyrimidine-5-carbonitrile). The yield is 43.0%. As a reaction SMILES: [Cl:1][C:2]1[N:7]=[C:6]([NH2:8])[N:5]=[C:4]([NH:9][CH2:10][C:11]2[S:12][C:13]([CH3:16])=[N:14][N:15]=2)[C:3]=1I.C(OCC)(=O)C.C(=O)(O)[O-].[Na+].[CH3:29][N:30](C=O)C>[C-]#N.[Zn+2].[C-]#N.C1C=CC(/C=C/C(/C=C/C2C=CC=CC=2)=O)=CC=1.C1C=CC(/C=C/C(/C=C/C2C=CC=CC=2)=O)=CC=1.C1C=CC(/C=C/C(/C=C/C2C=CC=CC=2)=O)=CC=1.[Pd].[Pd].C1C=CC(P(C2C=CC=CC=2)[C-]2C=CC=C2)=CC=1.C1C=CC(P(C2C=CC=CC=2)[C-]2C=CC=C2)=CC=1.[Fe+2]>[NH2:8][C:6]1[N:7]=[C:2]([Cl:1])[C:3]([C:29]#[N:30])=[C:4]([NH:9][CH2:10][C:11]2[S:12][C:13]([CH3:16])=[N:14][N:15]=2)[N:5]=1 |f:2.3,5.6.7,8.9.10.11.12,13.14.15|. Reported procedure: To a stirred solution of 16-2 (639 mg, 1.67 mmol), and zinc cyanide (98 mg, 0.84 mmol) in DMF (6 mL) under nitrogen was added Pd2(dba)3 (76 mg, 0.08 mmol) and DPPF (93 mg, 0.17 mmol) and the resulting mixture was heated to 120° C. for 90 minutes. The reaction was allowed to cool and partititioned between ethyl acetate and a saturated sodium bicarbonate solution. The organic phase was concentrated and flash column separation using a 10-100% ethyl acetate/hexane gradient gave 16-3 as a solid (200 ... The reactants are ClC1=C(C(=O)N[C@H](C(=O)O)C\C=C\C2=CC=C(C=C2)C2(CCOCC2)OC)C(=CC=C1)Cl ((S,E)-2-(2,6-dichlorobenzamido)-5-[4-(4-methoxytetrahydropyran-4-yl)-phenyl]pent-4-enoic acid), [OH-].[Na+] (sodium hydroxide). Solvent: C1CCOC1 (THF). Run at time 5 minute. Yields the product [Na+].ClC1=C(C(=O)N[C@H](C(=O)[O-])C\C=C\C2=CC=C(C=C2)C2(CCOCC2)OC)C(=CC=C1)Cl ((S,E)-2-(2,6-dichlorobenzamido)-5-[4-(4-methoxytetrahydropyran-4-yl)-phenyl]pent-4-enoic acid sodium salt). As a reaction SMILES: [Cl:1][C:2]1[CH:31]=[CH:30][CH:29]=[C:28]([Cl:32])[C:3]=1[C:4]([NH:6][C@@H:7]([CH2:11]/[CH:12]=[CH:13]/[C:14]1[CH:19]=[CH:18][C:17]([C:20]2([O:26][CH3:27])[CH2:25][CH2:24][O:23][CH2:22][CH2:21]2)=[CH:16][CH:15]=1)[C:8]([OH:10])=[O:9])=[O:5].[OH-].[Na+:34]>C1COCC1>[Na+:34].[Cl:1][C:2]1[CH:31]=[CH:30][CH:29]=[C:28]([Cl:32])[C:3]=1[C:4]([NH:6][C@@H:7]([CH2:11]/[CH:12]=[CH:13]/[C:14]1[CH:19]=[CH:18][C:17]([C:20]2([O:26][CH3:27])[CH2:25][CH2:24][O:23][CH2:22][CH2:21]2)=[CH:16][CH:15]=1)[C:8]([O-:10])=[O:9])=[O:5] |f:1.2,4.5|. Procedure details: To (S,E)-2-(2,6-dichlorobenzamido)-5-[4-(4-methoxytetrahydropyran-4-yl)-phenyl]pent-4-enoic acid (4.24 g), THF (8.86 ml) and 1N aqueous sodium hydroxide solution (8.86 ml) were added, and the resulting mixture was stirred at room temperature for 5 minutes. The reaction solution was concentrated to dryness to obtain (S,E)-2-(2,6-dichlorobenzamido)-5-[4-(4-methoxytetrahydropyran-4-yl)-phenyl]pent-4-enoic acid sodium salt (4.30 g). Reactants: CC(C)C=1C=CC=C(C1O)C(C)C (propofol), C(C)(C)C1=C(C(=CC=C1)C(C)C)O (2,6-diisopropylphenol), C(CCCCC(=O)Cl)(=O)Cl (adipoyl chloride), O (Water). Reagents/catalysts: CN(C1=CC=NC=C1)C (4-dimethylaminopyridine). The solvent is C(Cl)Cl (methylene chloride), C(Cl)Cl (methylene chloride). Conditions: time 2 hour. Yields the product C(CCCCC(=O)OC1=C(C=CC=C1C(C)C)C(C)C)(=O)O (2,6-diisopropylphenol hydrogen adipate). The yield is 40.0%. Reaction SMILES: [CH3:1][CH:2]([C:4]1[CH:5]=[CH:6][CH:7]=[C:8]([CH:11]([CH3:13])[CH3:12])[C:9]=1[OH:10])[CH3:3].[C:14](Cl)(=[O:22])[CH2:15][CH2:16][CH2:17][CH2:18][C:19](Cl)=[O:20].[OH2:24]>CN(C)C1C=CN=CC=1.C(Cl)Cl>[C:14]([OH:22])(=[O:24])[CH2:15][CH2:16][CH2:17][CH2:18][C:19]([O:10][C:9]1[C:4]([CH:2]([CH3:1])[CH3:3])=[CH:5][CH:6]=[CH:7][C:8]=1[CH:11]([CH3:13])[CH3:12])=[O:20]. Reported procedure: Synthesis of propofol hemiadipate Triethylamine (6.26 ml, 45 mmol) and 4-dimethylaminopyridine (50 mg, 0.4 mmol) in methylene chloride (30 ml) were added to a solution of 2,6-diisopropylphenol (5.2 ml, 28 mmol) and adipoyl chloride (4.4 ml, 30 mmol) in methylene chloride (50) at 0° C. The mixture was allowed to reach room temperature and stirred at that temperature for 2 hr. Water (50 ml) was added, and the two-phase mixture was stirred for 1 hr. The organic phase was washed with 3% aqueous HCl ...